The task is: describe an organic reaction: reactants, conditions, products, and yield. This data is from the Open Reaction Database (ORD), a public repository of structured organic reaction records. Reactants: BrCC1CC1, OCc1c(F)cc(O)cc1Cl. Yields the product OCc1c(F)cc(OCC2CC2)cc1Cl. RXN SMILES: [CH:12]1([CH2:15][Br:16])[CH2:13][CH2:14]1.[Cl:1][c:2]1[cH:3][c:4]([OH:11])[cH:5][c:6]([F:10])[c:7]1[CH2:8][OH:9]>>[Cl:1][c:2]1[cH:3][c:4]([O:11][CH2:15][CH:12]2[CH2:13][CH2:14]2)[cH:5][c:6]([F:10])[c:7]1[CH2:8][OH:9]. Starting materials: Brc1cccc(Br)n1, CCO, [Na], O=C(O)CCCS. The product is O=C(O)CCCSc1cccc(Br)n1. Reaction SMILES: [Br:9][c:10]1[n:11][c:12]([Br:16])[cH:13][cH:14][cH:15]1.[CH3:17][CH2:18][OH:19].[Na:1].[SH:2][CH2:3][CH2:4][CH2:5][C:6](=[O:7])[OH:8]>>[S:2]([CH2:3][CH2:4][CH2:5][C:6](=[O:7])[OH:8])[c:12]1[n:11][c:10]([Br:9])[cH:15][cH:14][cH:13]1. Starting materials: FC1=CC(=C(C(=O)O)C=C1)O (4-Fluoro-2-hydroxy-benzoic acid), C(C)(=O)[O-].[Na+] (sodium acetate), C(C)I (ethyl iodide), CN(C=O)C (dimethylformamide). The solvent is O (water). Yields the product FC1=CC(=C(C(=O)OCC)C=C1)O (Ethyl 4-fluoro-2-hydroxybenzoate). As a reaction SMILES: [F:1][C:2]1[CH:10]=[CH:9][C:5]([C:6]([OH:8])=[O:7])=[C:4]([OH:11])[CH:3]=1.[C:12]([O-])(=O)[CH3:13].[Na+].C(I)C.CN(C)C=O>O>[F:1][C:2]1[CH:10]=[CH:9][C:5]([C:6]([O:8][CH2:12][CH3:13])=[O:7])=[C:4]([OH:11])[CH:3]=1 |f:1.2|. Procedure details: 4-Fluoro-2-hydroxy-benzoic acid (10.8 g, 0.07 mol), sodium acetate (6.9 g, 0.084 mol), ethyl iodide (55 g, 0.35 mol) and dimethylformamide was stirred at ambient temperature for 48 h. The mixture was poured into water and extracted with n-hexane. The solution was filtered through a plug of silica gel and evaporated. The residue was almost pure product and was used directly in the next step. Yield 10.2 g, 80%. The reactants are CO[C@@H]1[C@H]([C@@H](OC[C@@H]1C)\C=C\CCCCCCC)N ((2S,3R,4S,5S)-4-methoxy-5-methyl-2-[(E)-1-nonenyl]tetrahydro-2H-pyran-3-amine), C(C)(C)(C)OC(=O)NCC(=O)O (N-(tert-butoxycarbonyl)glycine), C1(CCCCC1)N=C=NC1CCCCC1 (dicyclohexylcarbodiimide). Reagents/catalysts: CN(C1=CC=NC=C1)C (4-dimethylaminopyridine). The solvent is ClCCl (dichloromethane). Conditions: time 2 hour. The product is C(C)(C)(C)OC(=O)NCC(=O)N[C@H]1[C@@H](OC[C@@H]([C@@H]1OC)C)\C=C\CCCCCCC ((2S,3R,4S,5S)-3-[[(tert-butoxycarbonylamino)acetyl]amino]-4-methoxy-5-methyl-2-[(E)-1-nonenyl]tetrahydro-2H-pyran). The yield is 76.5%. Reaction SMILES: [CH3:1][O:2][C@H:3]1[C@@H:8]([CH3:9])[CH2:7][O:6][C@@H:5](/[CH:10]=[CH:11]/[CH2:12][CH2:13][CH2:14][CH2:15][CH2:16][CH2:17][CH3:18])[C@@H:4]1[NH2:19].[C:20]([O:24][C:25]([NH:27][CH2:28][C:29](O)=[O:30])=[O:26])([CH3:23])([CH3:22])[CH3:21].C1(N=C=NC2CCCCC2)CCCCC1>CN(C)C1C=CN=CC=1.ClCCl>[C:20]([O:24][C:25]([NH:27][CH2:28][C:29]([NH:19][C@@H:4]1[C@@H:3]([O:2][CH3:1])[C@@H:8]([CH3:9])[CH2:7][O:6][C@H:5]1/[CH:10]=[CH:11]/[CH2:12][CH2:13][CH2:14][CH2:15][CH2:16][CH2:17][CH3:18])=[O:30])=[O:26])([CH3:23])([CH3:22])[CH3:21]. Procedure: A mixture of (2S,3R,4S,5S)-4-methoxy-5-methyl-2-[(E)-1-nonenyl]tetrahydro-2H-pyran-3-amine (5.2 mg), N-(tert-butoxycarbonyl)glycine (10.1 mg), 4-dimethylaminopyridine (7.0 mg), and dicyclohexylcarbodiimide (12.0 mg) in dichloromethane (0.5 ml) was stirred for 2 hours at room temperature. The reaction was quenched by addition of water. The mixture was extracted with dichloromethane, and the organic layer was washed with brine, dried over anhydrous sodium sulfate, filtered, and concentrated. Purif... Starting materials: [H-].[Al+3].[Li+].[H-].[H-].[H-] (lithium aluminum hydride), O (water), C1=CC=CC=2C3C4=CC=CC=C4C(C12)(C3)CCC#N (β-(9,10-dihydro-9,10-methano-9-anthryl)propionitrile), [H-].[Al+3].[Li+].[H-].[H-].[H-] (lithium aluminum hydride). Run in O1CCOCC1 (dioxane), C(C)(=O)OCC (ethyl acetate). Run at temperature 60 celsius, time 5 hour. Yields the product NCCCC12C3=CC=CC=C3C(C=3C=CC=CC13)C2 (9-γ-aminopropyl-9,10-dihydro-9,10-methanoanthracene). As a reaction SMILES: [CH:1]1[C:14]2[C:13]3([CH2:16][CH2:17][C:18]#[N:19])[CH2:15][CH:6]([C:7]4[C:12]3=[CH:11][CH:10]=[CH:9][CH:8]=4)[C:5]=2[CH:4]=[CH:3][CH:2]=1.[H-].[Al+3].[Li+].[H-].[H-].[H-].O>O1CCOCC1.C(OCC)(=O)C>[NH2:19][CH2:18][CH2:17][CH2:16][C:13]12[CH2:15][CH:6]([C:5]3[CH:4]=[CH:3][CH:2]=[CH:1][C:14]=31)[C:7]1[C:12]2=[CH:11][CH:10]=[CH:9][CH:8]=1 |f:1.2.3.4.5.6|. Reported procedure: A mixture of β-(9,10-dihydro-9,10-methano-9-anthryl)propionitrile (250 mg) and lithium aluminum hydride (100 mg) in dioxane (12 ml) was stirred at 60° C. for 5 hours. Excess lithium aluminum hydride was decomposed by addition of water. The reaction mixture was diluted with ethyl acetate, dried over anhydrous sodium sulfate and evaporated to dryness to give 9-γ-aminopropyl-9,10-dihydro-9,10-methanoanthracene, which was converted into its hydrochloride. M.P. 275° C. (decomp.). Procedure details: Methyl 4-azidobutanoate was suspended in 1N NaOH (1.2 eq) and the minimum of MeOH was added to make the reaction mixture homogenous. After 1 h at RT temperature, MeOH was removed in vacuo. The aqueous solution As a reaction SMILES: [N:1]([CH2:4][CH2:5][CH2:6][C:7]([O:9]C)=[O:8])=[N+:2]=[N-:3].[OH-].[Na+]>CO>[N:1]([CH2:4][CH2:5][CH2:6][C:7]([OH:9])=[O:8])=[N+:2]=[N-:3] |f:1.2|. Reactants: N(=[N+]=[N-])CCCC(=O)OC (Methyl 4-azidobutanoate), [OH-].[Na+] (NaOH). Run in CO (MeOH). The product is N(=[N+]=[N-])CCCC(=O)O (4-azidobutanoic acid).